From a dataset of the Open Reaction Database (ORD), a public repository of structured organic reaction records. describe an organic reaction: reactants, conditions, products, and yield Reactants: C(C)(C)(C)C1=C(C=CC=C1)NC(C)=O (N-(2-tert-Butylphenyl)acetamide), S(=O)(=O)(Cl)Cl (sulfuryl chloride). The solvent is C(C)(=O)O (acetic acid). Reaction conditions: temperature 50 celsius, time 16 hour. The product is C(C)(C)(C)C1=C(C=CC(=C1)Cl)NC(C)=O (N-(2-tert-Butyl-4-chlorophenyl)acetamide). The yield is 53.3%. Reaction SMILES: [C:1]([C:5]1[CH:10]=[CH:9][CH:8]=[CH:7][C:6]=1[NH:11][C:12](=[O:14])[CH3:13])([CH3:4])([CH3:3])[CH3:2].S(Cl)([Cl:18])(=O)=O>C(O)(=O)C>[C:1]([C:5]1[CH:10]=[C:9]([Cl:18])[CH:8]=[CH:7][C:6]=1[NH:11][C:12](=[O:14])[CH3:13])([CH3:4])([CH3:2])[CH3:3]. Procedure: A mixture of N-(2-tert-butylphenyl)acetamide (Reference Example 17, 5.93 g, 31.0 mmol) and sulfuryl chloride (10.5 g, 77.5 mmol) in acetic acid (190 mL) was stirred at 50° C. for 16 h. The reaction mixture was partitioned between ethyl acetate and water, and the organic layer was washed with 10% aqueous NaHCO3, and saturated brine, dried over anhydrous magnesium sulfate, filtered and concentrated under reduced pressure. The resulting solid was recrystallized from toluene/diethyl ether to give th... The reactants are Cl.NC1C2=CC(=C(C(=C2C2=CC(CC[C@@]12CCC)=O)Cl)Cl)OCC(=O)OCC (Ethyl [(9-amino-5,6-dichloro-3-oxo-9a(R)-propyl-2,3,9,9a-tetrahydro-1H-fluoren-7-yl)oxy]acetate hydrochloride). Run in C(C)O (ethanol), O (water), [OH-].[Na+] (sodium hydroxide). Reaction conditions: temperature 25 celsius, time 10 hour. Product: NC1C2=CC(=C(C(=C2C2=CC(CC[C@@]12CCC)=O)Cl)Cl)OCC(=O)O ([(9-amino-5,6-dichloro-3-oxo-9a(R)-propyl-2,3,9,9a-tetrahydro-1H-fluoren-7-yl)oxy]acetic acid). Reaction SMILES: Cl.[NH2:2][CH:3]1[C@@:15]2([CH2:16][CH2:17][CH3:18])[C:10](=[CH:11][C:12](=[O:19])[CH2:13][CH2:14]2)[C:9]2[C:4]1=[CH:5][C:6]([O:22][CH2:23][C:24]([O:26]CC)=[O:25])=[C:7]([Cl:21])[C:8]=2[Cl:20]>C(O)C.O.[OH-].[Na+]>[NH2:2][CH:3]1[C@@:15]2([CH2:16][CH2:17][CH3:18])[C:10](=[CH:11][C:12](=[O:19])[CH2:13][CH2:14]2)[C:9]2[C:4]1=[CH:5][C:6]([O:22][CH2:23][C:24]([OH:26])=[O:25])=[C:7]([Cl:21])[C:8]=2[Cl:20] |f:0.1,4.5|. Procedure details: Ethyl [(9-amino-5,6-dichloro-3-oxo-9a(R)-propyl-2,3,9,9a-tetrahydro-1H-fluoren-7-yl)oxy]acetate hydrochloride (497.5 mg, 0.002 mole) is dissolved in a mixture of ethanol (17 ml), water (3 ml) and 1N sodium hydroxide (5 ml). The mixture is stirred at 25° C. for 10 hours, evaporated to dryness in vacuo and the residue dissolved in water (20 ml) and carefully neutralized with hydrochloric acid to the isoelectric points whereby a precipitate separates. The product is removed by filtration, washed wi... Reactants: FC1=CC=C(C=C1)[C@H](CC(=O)O)C=1C=NC=C(C1)C(F)(F)F ((S)-3-(4-Fluorophenyl)-3-(5-(trifluoromethyl)pyridin-3-yl)propanoic acid), NC1=C(CC[C@@H]2CN([C@@H](CO2)COC(NCC(F)(F)F)=O)C(=O)OC(C)(C)C)C(=CC=C1)F ((2R,5S)-tert-butyl 2-(2-amino-6-fluorophenethyl)-5-((((2,2,2-trifluoroethyl)carbamoyl)oxy)methyl)morpholine-4-carboxylate). The product is FC(CNC(OC[C@H]1NC[C@H](OC1)CCC1=C(C=CC=C1NC(C[C@H](C=1C=NC=C(C1)C(F)(F)F)C1=CC=C(C=C1)F)=O)F)=O)(F)F ([(3S,6R)-6-{2-[2-Fluoro-6-({(3S)-3-(4-fluorophenyl)-3-[5-(trifluoromethyl)pyridin-3-yl]propanoyl}amino)phenyl]ethyl}morpholin-3-yl]methyl (2,2,2-trifluoroethyl)carbamate). Reaction SMILES: [F:1][C:2]1[CH:7]=[CH:6][C:5]([C@@H:8]([C:13]2[CH:14]=[N:15][CH:16]=[C:17]([C:19]([F:22])([F:21])[F:20])[CH:18]=2)[CH2:9][C:10](O)=[O:11])=[CH:4][CH:3]=1.[NH2:23][C:24]1[CH:54]=[CH:53][CH:52]=[C:51]([F:55])[C:25]=1[CH2:26][CH2:27][C@H:28]1[O:33][CH2:32][C@@H:31]([CH2:34][O:35][C:36](=[O:43])[NH:37][CH2:38][C:39]([F:42])([F:41])[F:40])[N:30](C(OC(C)(C)C)=O)[CH2:29]1>>[F:42][C:39]([F:40])([F:41])[CH2:38][NH:37][C:36](=[O:43])[O:35][CH2:34][C@@H:31]1[CH2:32][O:33][C@H:28]([CH2:27][CH2:26][C:25]2[C:24]([NH:23][C:10](=[O:11])[CH2:9][C@@H:8]([C:5]3[CH:4]=[CH:3][C:2]([F:1])=[CH:7][CH:6]=3)[C:13]3[CH:14]=[N:15][CH:16]=[C:17]([C:19]([F:22])([F:20])[F:21])[CH:18]=3)=[CH:54][CH:53]=[CH:52][C:51]=2[F:55])[CH2:29][NH:30]1. Procedure: The title compound was prepared from the product of step 1 and the product of step 4 of Example 99 using the procedures given in steps 8 and 9 of Example 89. MS (ES) m/z=675 (M+H)+. The reactants are Sc1ccc(Br)cc1, O=C([O-])[O-], CN(C)CCCCl, Cl, [K+], [K+], CN(C)C=O, O. Yields the product CN(C)CCCSc1ccc(Br)cc1. Reaction SMILES: [Br:9][c:10]1[cH:11][cH:12][c:13]([SH:16])[cH:14][cH:15]1.[C:17](=[O:18])([O-:19])[O-:20].[CH3:2][N:3]([CH2:4][CH2:5][CH2:6][Cl:7])[CH3:8].[ClH:1].[K+:21].[K+:22].[O:24]=[CH:25][N:26]([CH3:27])[CH3:28].[OH2:23]>>[CH3:2][N:3]([CH2:4][CH2:5][CH2:6][S:16][c:13]1[cH:12][cH:11][c:10]([Br:9])[cH:15][cH:14]1)[CH3:8]. The reactants are [I-].CSC=1SC[C@H]2[N+]1CC=1C=CC=CC1C2 ((S)-3-Methylthio-1,5,10,10a-tetrahydrothiazolo[3,4-b]isoquinolinium iodide), NC=1SC=C(N1)CC(=O)OCC (ethyl (2-aminothiazol-4-yl)acetate). Run in N1=CC=CC=C1 (pyridine). Conditions: time 48 hour. Yields the product C(C)OC(=O)CC=1N=C(SC1)N=C1SC[C@H]2N1CC=1C=CC=CC1C2 ((S)-3-[(4-ethoxycarbonylmethylthiazol-2-yl)imino]-1,5,10,10a-tetrahydrothiazolo[3,4-b]isoquinoline). The yield is 62.9%. RXN SMILES: [I-].CS[C:4]1[S:5][CH2:6][C@@H:7]2[CH2:16][C:15]3[CH:14]=[CH:13][CH:12]=[CH:11][C:10]=3[CH2:9][N+:8]=12.[NH2:17][C:18]1[S:19][CH:20]=[C:21]([CH2:23][C:24]([O:26][CH2:27][CH3:28])=[O:25])[N:22]=1>N1C=CC=CC=1>[CH2:27]([O:26][C:24]([CH2:23][C:21]1[N:22]=[C:18]([N:17]=[C:4]2[N:8]3[CH2:9][C:10]4[CH:11]=[CH:12][CH:13]=[CH:14][C:15]=4[CH2:16][C@H:7]3[CH2:6][S:5]2)[S:19][CH:20]=1)=[O:25])[CH3:28] |f:0.1|. Reported procedure: (S)-3-Methylthio-1,5,10,10a-tetrahydrothiazolo[3,4-b]isoquinolinium iodide (18.1 g) is added to a solution of ethyl (2-aminothiazol-4-yl)acetate (10 g) in pyridine (300 cc). After 48 hours at a temperature of the order of 20° C., the solution is concentrated to dryness under reduced pressure (25 mm Hg; 3.3. kPa) at 60° C. The residue is dissolved in a mixture of methylene chloride (200 cc) and N sodium hydroxide solution (100 cc). The organic phase is decanted off, washed with water (3×100 cc), ...